Task: describe an organic reaction: reactants, conditions, products, and yield. Dataset: the Open Reaction Database (ORD), a public repository of structured organic reaction records Reactants: ClC=1C(=C(C(=C2C1C(=O)OC2=O)Cl)Cl)Cl (Tetrachloro phthalic anhydride), C1(C(CC2=CC=CC=C12)=O)=O (indane dione). The product is ClC1=C2C(CC(C2=C(C(=C1Cl)Cl)Cl)=O)=O (4,5,6,7-Tetrachloro indane-1,3-dione). As a reaction SMILES: [Cl:1][C:2]1[C:3]([Cl:15])=[C:4]([Cl:14])[C:5]([Cl:13])=[C:6]2[C:11](=[O:12])[O:10][C:8](=O)[C:7]=12.[C:16]1(=O)C2C(=CC=CC=2)CC1=O>>[Cl:13][C:5]1[C:4]([Cl:14])=[C:3]([Cl:15])[C:2]([Cl:1])=[C:7]2[C:6]=1[C:11](=[O:12])[CH2:16][C:8]2=[O:10]. Procedure: Tetrachloro phthalic anhydride was converted to the indane dione by the method described in Example 8(a), decomposes on heating. (Found; C, 39.01; H, 0.75; Cl, 50.15; C9H2Cl4O2 requires: C, 38.07; H, 0.71; C, 49.60%). The reactants are [Li+].C[Si](C)(C)[N-][Si](C)(C)C (LHMDS), C1(CCCC1)CC(C(=O)NC=1SC=CN1)C1=CC=C(C=C1)S(=O)(=O)C (3-cyclopentyl-2-(4-methanesulfonyl-phenyl)-N-thiazol-2-yl-propionamide), C(C1=CC=CC=C1)Br (Benzyl bromide). Solvent: C1CCOC1 (THF). Conditions: temperature -78 celsius, time 1 hour. The product is C1(CCCC1)CC(C(=O)NC=1SC=CN1)C1=CC=C(C=C1)S(=O)(=O)CCC1=CC=CC=C1 (3-cyclopentyl-2-[4-(2-phenyl-ethanesulfonyl)-phenyl]-N-thiazol-2-yl-propionamide). As a reaction SMILES: [CH:1]1([CH2:6][CH:7]([C:16]2[CH:21]=[CH:20][C:19]([S:22]([CH3:25])(=[O:24])=[O:23])=[CH:18][CH:17]=2)[C:8]([NH:10][C:11]2[S:12][CH:13]=[CH:14][N:15]=2)=[O:9])[CH2:5][CH2:4][CH2:3][CH2:2]1.[Li+].C[Si]([N-][Si](C)(C)C)(C)C.[CH2:36](Br)[C:37]1[CH:42]=[CH:41][CH:40]=[CH:39][CH:38]=1>C1COCC1>[CH:1]1([CH2:6][CH:7]([C:16]2[CH:21]=[CH:20][C:19]([S:22]([CH2:25][CH2:36][C:37]3[CH:42]=[CH:41][CH:40]=[CH:39][CH:38]=3)(=[O:24])=[O:23])=[CH:18][CH:17]=2)[C:8]([NH:10][C:11]2[S:12][CH:13]=[CH:14][N:15]=2)=[O:9])[CH2:5][CH2:4][CH2:3][CH2:2]1 |f:1.2|. Procedure details: The title C compound, 3-cyclopentyl-2-(4-methanesulfonyl-phenyl)-N-thiazol-2-yl-propionamide (0.58 mmol, 220 mg) is dissolved in 15 mL of THF and cooled to −78° C. LHMDS (1.2 mmol, 1.2 mL of 1.0 M solution) is added and the mixture is stirred to 1 h at −78° C. Benzyl bromide (0.6 mmol, 103 mg) is added and the mixture stirred at −78° C. for 2 h further. The reaction mixture is quenched with aqueous saturated ammonium chloride, the solvent is evaporated and the residue is partitioned between EtOA... Starting materials: ClC1=CC2=C(C(NS2)=O)C=C1 (6-chloro-benzo[d]isothiazol-3-one), C(CCCCC)N=C=O (n-hexyl isocyanate), IR(CHCl3). The product is C(CCCCC)NC(=O)N1SC2=C(C1=O)C=CC(=C2)Cl (6-Chloro-3-oxo-3H-benzo[d]isothiazole-2-carboxylic acid hexylamide). RXN SMILES: [Cl:1][C:2]1[CH:11]=[CH:10][C:5]2[C:6](=[O:9])[NH:7][S:8][C:4]=2[CH:3]=1.[CH2:12]([N:18]=[C:19]=[O:20])[CH2:13][CH2:14][CH2:15][CH2:16][CH3:17]>>[CH2:12]([NH:18][C:19]([N:7]1[C:6](=[O:9])[C:5]2[CH:10]=[CH:11][C:2]([Cl:1])=[CH:3][C:4]=2[S:8]1)=[O:20])[CH2:13][CH2:14][CH2:15][CH2:16][CH3:17]. Procedure details: Following the synthetic procedure of 6a as described in Example I, compound 6x (91% yield) was synthesized from 6-chloro-benzo[d]isothiazol-3-one and n-hexyl isocyanate as a white solid. IR(CHCl3) 3298, 1713, 1539 cm−1; 1H-NMR (CDCl3) δ0.89 (t, J=6.8 Hz, 3H), 1.28-1.43 (m, 6H), 1.60-1.68 (m, 2H), 3.40-3.46 (m, 2H), 7.38 (d, J=8.8 Hz, 1H), 7.58 (s, 1H), 7.93 (d, J=8.8 Hz, 1H), 8.77 (s, 1H); ESIMS m/e 313 and 315 (M++1, 35Cl and 37Cl). Reactants: COC([C@@](N=CC1=CC=CC=C1)(CC1=CNC(=N1)C(C)O)C(C1=CC=CC=C1)(C1=CC=CC=C1)C1=CC=CC=C1)=O (trityl-Nα -benzylidene-2-(1-hydroxyethyl)histidine methyl ester), S(=O)(=O)(C1=CC=C(C)C=C1)Cl (tosyl chloride). Solvent: N1=CC=CC=C1 (pyridine). Yields the product COC([C@@](N=CC1=CC=CC=C1)(CC1=CNC(=N1)C(C)OS(=O)(=O)C1=CC=C(C)C=C1)C(C1=CC=CC=C1)(C1=CC=CC=C1)C1=CC=CC=C1)=O (trityl-Nα -benzylidene-2-(1-tosyloxyethyl)histidine methyl ester). RXN SMILES: [CH3:1][O:2][C:3](=[O:41])[C@:4]([C:22]([C:35]1[CH:40]=[CH:39][CH:38]=[CH:37][CH:36]=1)([C:29]1[CH:34]=[CH:33][CH:32]=[CH:31][CH:30]=1)[C:23]1[CH:28]=[CH:27][CH:26]=[CH:25][CH:24]=1)([CH2:13][C:14]1[N:18]=[C:17]([CH:19]([OH:21])[CH3:20])[NH:16][CH:15]=1)[N:5]=[CH:6][C:7]1[CH:12]=[CH:11][CH:10]=[CH:9][CH:8]=1.[S:42](Cl)([C:45]1[CH:51]=[CH:50][C:48]([CH3:49])=[CH:47][CH:46]=1)(=[O:44])=[O:43]>N1C=CC=CC=1>[CH3:1][O:2][C:3](=[O:41])[C@:4]([C:22]([C:23]1[CH:28]=[CH:27][CH:26]=[CH:25][CH:24]=1)([C:35]1[CH:36]=[CH:37][CH:38]=[CH:39][CH:40]=1)[C:29]1[CH:34]=[CH:33][CH:32]=[CH:31][CH:30]=1)([CH2:13][C:14]1[N:18]=[C:17]([CH:19]([O:21][S:42]([C:45]2[CH:51]=[CH:50][C:48]([CH3:49])=[CH:47][CH:46]=2)(=[O:44])=[O:43])[CH3:20])[NH:16][CH:15]=1)[N:5]=[CH:6][C:7]1[CH:8]=[CH:9][CH:10]=[CH:11][CH:12]=1. Procedure: To the solution of compound 2.III from Step C is added 0.5 ml of pyridine and then 190.5 mg (1 mmole) of tosyl chloride. After 30 minutes at 25° C. the solution is washed three times with water, once with brine, and dried with K2CO3 and filtered. The filtrate is used directly in the next step. Starting materials: O.C1(=CC=C(C=C1)S(=O)(=O)O)C (para-toluenesulfonic acid monohydrate), O.C1(=CC=C(C=C1)S(=O)(=O)O)C (para-toluenesulfonic acid monohydrate), ClC=1C=CC(=C(C1)NCCCNC)C (N′-(5-Chloro-2-methyl-phenyl)-N-methyl-propane-1,3-diamine), C(=S)(N1N=CN=C1)N1N=CN=C1 (1,1′-thiocarbonyl-di-1,2,4-triazole), O.C1(=CC=C(C=C1)S(=O)(=O)O)C (para-toluenesulfonic acid monohydrate). The solvent is O1CCOCC1 (dioxane). Product: ClC=1C=CC(=C(C1)N1C(N(CCC1)C)=S)C (1-(5-Chloro-2-methyl-phenyl)-3-methyl-3,4,5,6-tetrahydro-pyrimidine-2-(1H)-thione). Isolated yield 63.7%. RXN SMILES: [Cl:1][C:2]1[CH:3]=[CH:4][C:5]([CH3:14])=[C:6](NCCCNC)[CH:7]=1.[C:15]([N:22]1[CH:26]=NC=N1)([N:17]1[CH:21]=NC=N1)=[S:16].O.[C:28]1(C)C=CC(S(O)(=O)=O)=C[CH:29]=1>O1CCOCC1>[Cl:1][C:2]1[CH:7]=[CH:6][C:5]([CH3:14])=[C:4]([N:22]2[CH2:26][CH2:29][CH2:28][N:17]([CH3:21])[C:15]2=[S:16])[CH:3]=1 |f:2.3|. Procedure details: To a solution of the diamine of Step A (3.8 g) in dioxane (100 mL) under nitrogen was added 1,1′-thiocarbonyl-di-1,2,4-triazole (3.38 g). After 45 minutes additional thiocarbonyl reagent (0.5 g) was added, followed after 30 minutes by para-toluenesulfonic acid monohydrate (6.88 g). The reaction mixture was heated at reflux for 4 hours at which point additional para-toluenesulfonic acid monohydrate (2.0 g) was added. After refluxing for 18 hours, another portion of para-toluenesulfonic acid monoh...